Dataset: the Open Reaction Database (ORD), a public repository of structured organic reaction records. Task: describe an organic reaction: reactants, conditions, products, and yield Reactants: CCOCC, COc1ccc(Cn2cc(-c3ccnc(N)n3)c(-c3cccc(NS(=O)(=O)c4cc(F)ccc4F)c3)n2)cc1, O=C(O)C(F)(F)F. The product is Nc1nccc(-c2c[nH]nc2-c2cccc(NS(=O)(=O)c3cc(F)ccc3F)c2)n1. Reaction SMILES: [CH2:40]([O:41][CH2:42][CH3:43])[CH3:44].[NH2:1][c:2]1[n:3][cH:4][cH:5][c:6](-[c:8]2[c:9](-[c:22]3[cH:23][c:24]([NH:28][S:29](=[O:30])(=[O:31])[c:32]4[c:33]([F:39])[cH:34][cH:35][c:36]([F:38])[cH:37]4)[cH:25][cH:26][cH:27]3)[n:10][n:11]([CH2:13][c:14]3[cH:15][cH:16][c:17]([O:18][CH3:19])[cH:20][cH:21]3)[cH:12]2)[n:7]1.[OH:45][C:46]([C:47]([F:48])([F:49])[F:50])=[O:51]>>[NH2:1][c:2]1[n:3][cH:4][cH:5][c:6](-[c:8]2[c:9](-[c:22]3[cH:23][c:24]([NH:28][S:29](=[O:30])(=[O:31])[c:32]4[c:33]([F:39])[cH:34][cH:35][c:36]([F:38])[cH:37]4)[cH:25][cH:26][cH:27]3)[n:10][nH:11][cH:12]2)[n:7]1. Run at temperature 0 celsius, time 18 hour. Reaction SMILES: [OH:1][C:2]1[CH:7]=[CH:6][CH:5]=[CH:4][C:3]=1[C:8]1[NH:9][C:10](=[O:21])[C:11]2[N:16]([CH3:17])[N:15]=[C:14]([CH2:18][CH2:19][CH3:20])[C:12]=2[N:13]=1.[Cl:22][S:23](O)(=[O:25])=[O:24]>>[Cl:22][S:23]([C:5]1[CH:6]=[CH:7][C:2]([OH:1])=[C:3]([C:8]2[NH:9][C:10](=[O:21])[C:11]3[N:16]([CH3:17])[N:15]=[C:14]([CH2:18][CH2:19][CH3:20])[C:12]=3[N:13]=2)[CH:4]=1)(=[O:25])=[O:24]. Procedure: 5-(2-Hydroxyphenyl)-1-methyl-3-n-propyl-1,6-dihydro-7H-pyrazolo[4,3-d]pyrimidin-7-one (0.239 g, 0.00084 mol) was added, in portions, to stirred chlorosulphonic acid (3 ml) cooled to 0° C. under a nitrogen atmosphere, and the resulting deep red solution stirred at room temperature for 18 hours. The reaction mixture was then added dropwise, with care, to stirred ice/water to give a brown solid. The latter mixture was extracted with dichloromethane (3×30 ml), the combined extracts dried (Na2SO4) an... Reactants: OC1=C(C=CC=C1)C=1NC(C2=C(N1)C(=NN2C)CCC)=O (5-(2-Hydroxyphenyl)-1-methyl-3-n-propyl-1,6-dihydro-7H-pyrazolo[4,3-d]pyrimidin-7-one), ClS(=O)(=O)O (chlorosulphonic acid), ice water. Product: ClS(=O)(=O)C=1C=CC(=C(C1)C=1NC(C2=C(N1)C(=NN2C)CCC)=O)O (5-(5-Chlorosulphonyl-2-hydroxyphenyl)-1-methyl-3-n-propyl-1,6-dihydro-7H-pyrazolo[4,3-d]pyrimidin-7-one). The yield is 75.0%. The reactants are Cl (hydrochloric acid), BrC=1C=C2N=CC(NC2=CC1)=O (6-bromoquinoxalin-2(1H)-one), BrCC(=O)OCC (ethyl bromoacetate), [H-].[Na+] (sodium hydride). Solvent: CN(C)C=O (DMF). Reaction conditions: time 2 hour. Yields the product BrC=1C=C2N=CC(N(C2=CC1)CC(=O)OCC)=O (6-bromo-1-ethoxycarbonylmethylquinoxalin-2(1H)-one). Yield: 69.6%. RXN SMILES: [Br:1][C:2]1[CH:3]=[C:4]2[C:9](=[CH:10][CH:11]=1)[NH:8][C:7](=[O:12])[CH:6]=[N:5]2.[H-].[Na+].Br[CH2:16][C:17]([O:19][CH2:20][CH3:21])=[O:18].Cl>CN(C=O)C>[Br:1][C:2]1[CH:3]=[C:4]2[C:9](=[CH:10][CH:11]=1)[N:8]([CH2:16][C:17]([O:19][CH2:20][CH3:21])=[O:18])[C:7](=[O:12])[CH:6]=[N:5]2 |f:1.2|. Procedure details: Under a nitrogen atmosphere 6-bromoquinoxalin-2(1H)-one (2.03 g, 9 mmol) (J.Med.Chem., 24, (1981), 93) was dissolved in 22 ml of dry DMF and sodium hydride (0.44 g, 10.8 mmol (60% mineral oil dispersion)) was added. After stirring for 2 h, ethyl bromoacetate (1.25 ml, 11.3 mmol) was added and the mixture was stirred for 3.5 h. The reaction mixture was poured onto crushed ice and acidified (pH=4.5) by addition of dilute hydrochloric acid. The precipitate was filtered off, washed with water and ai... Reactants: C(=O)(C(F)(F)F)O.C(Cl)Cl (TFA CH2Cl2), [Si](C)(C)(C(C)(C)C)OCCS[C@@H]1[C@@H](C[C@@H](C[C@@H]1C)C1=C(C=NC=C1)NC(C1=NC(=C(C=C1)F)C1=C(C=CC=C1F)F)=O)NC(OC(C)(C)C)=O (tert-butyl (1R,2S,3S,5R)-2-(2-(tert-butyldimethylsilyloxy)ethylthio)-5-(3-(6-(2,6-difluorophenyl)-5-fluoropicolinamido)pyridin-4-yl)-3-methylcyclohexylcarbamate), OOS(=O)[O-].[K+] (oxone). Run in CCOC(=O)C (EtOAc), C1CCOC1 (THF), O (H2O). Run at time 48 hour. The product is N[C@@H]1C[C@@H](C[C@@H]([C@@H]1S(=O)(=O)CCO)C)C1=C(C=NC=C1)NC(C1=NC(=C(C=C1)F)C1=C(C=CC=C1F)F)=O (N-(4-((1R,3R,4S,5S)-3-amino-4-(2-hydroxyethylsulfonyl)-5-methylcyclohexyl)pyridin-3-yl)-6-(2,6-difluorophenyl)-5-fluoropicolinamide). Yield: 44.0%. Reaction SMILES: [Si](OCCS[C@H:12]1[C@@H:17]([CH3:18])[CH2:16][C@@H:15]([C:19]2[CH:24]=[CH:23][N:22]=[CH:21][C:20]=2[NH:25][C:26](=[O:42])[C:27]2[CH:32]=[CH:31][C:30]([F:33])=[C:29]([C:34]3[C:39]([F:40])=[CH:38][CH:37]=[CH:36][C:35]=3[F:41])[N:28]=2)[CH2:14][C@H:13]1[NH:43]C(=O)OC(C)(C)C)(C(C)(C)C)(C)C.O[O:52][S:53]([O-:55])=O.[K+].[C:57](O)([C:59](F)(F)F)=[O:58].C(Cl)Cl>C1COCC1.O.CCOC(C)=O>[NH2:43][C@H:13]1[C@@H:12]([S:53]([CH2:59][CH2:57][OH:58])(=[O:55])=[O:52])[C@@H:17]([CH3:18])[CH2:16][C@@H:15]([C:19]2[CH:24]=[CH:23][N:22]=[CH:21][C:20]=2[NH:25][C:26](=[O:42])[C:27]2[CH:32]=[CH:31][C:30]([F:33])=[C:29]([C:34]3[C:35]([F:41])=[CH:36][CH:37]=[CH:38][C:39]=3[F:40])[N:28]=2)[CH2:14]1 |f:1.2,3.4|. Procedure: To a solution of tert-butyl (1R,2S,3S,5R)-2-(2-(tert-butyldimethylsilyloxy)ethylthio)-5-(3-(6-(2,6-difluorophenyl)-5-fluoropicolinamido)pyridin-4-yl)-3-methylcyclohexylcarbamate (1.0 equiv.) in THF (0.04 M) in a 0° C. bath was added oxone (2.0 equiv.) as a solution in H2O. The solution was left stirring at rt for 48 hrs. The solution was diluted with EtOAc, washed with H2O, Na2CO3(sat), NaCl(sat), dried over MgSO4, filtered, concentrated to yield Boc protected product. The material was treated w... The reactants are CN(C(=O)OC(C)(C)C)C(C(=O)O)CC1=CC=CC=C1 (2-[N-methyl-N-(tert-butoxycarbonyl)-amino]-3-phenyl-propionic acid), C=1C=CC2=C(C1)N=NN2O (HOBT), CN1CCOCC1 (NMM), crude product, FC=1C=CC(=C(C1)C1=CCNCC1)OC (4-(5-fluoro-2-methoxy-phenyl)-1,2,5,6-tetrahydropyridine), FC=1C=CC(=C(C1)C1=CCNCC1)OC (4-(5-fluoro-2-methoxy-phenyl)-1,2,5,6-tetrahydropyridine). Run in CN(C)C=O (DMF), O (water), CCOC(=O)C (EtOAc), CN(C=O)C (N,N-dimethylformamide). Reaction conditions: time 8 hour. Yields the product C(C)(C)(C)OC(N(C)[C@@H](C(=O)N1CC=C(CC1)C1=C(C=CC(=C1)F)OC)CC1=CC=CC=C1)=O ((R)-{1-benzyl-2-[4-(5-fluoro-2-methoxy-phenyl)-1,2,5,6-tetrahydropyridin-1-yl]-2-oxo-ethyl}-methyl-carbamic acid tert-butyl ester). RXN SMILES: [F:1][C:2]1[CH:3]=[CH:4][C:5]([O:14][CH3:15])=[C:6]([C:8]2[CH2:13][CH2:12][NH:11][CH2:10][CH:9]=2)[CH:7]=1.[CH3:16][N:17]([CH:25]([CH2:29][C:30]1[CH:35]=[CH:34][CH:33]=[CH:32][CH:31]=1)[C:26](O)=[O:27])[C:18]([O:20][C:21]([CH3:24])([CH3:23])[CH3:22])=[O:19].C1C=CC2N(O)N=NC=2C=1.CN1CCOCC1>CN(C)C=O.O.CCOC(C)=O>[C:21]([O:20][C:18](=[O:19])[N:17]([C@H:25]([CH2:29][C:30]1[CH:35]=[CH:34][CH:33]=[CH:32][CH:31]=1)[C:26]([N:11]1[CH2:12][CH2:13][C:8]([C:6]2[CH:7]=[C:2]([F:1])[CH:3]=[CH:4][C:5]=2[O:14][CH3:15])=[CH:9][CH2:10]1)=[O:27])[CH3:16])([CH3:24])([CH3:22])[CH3:23]. Procedure details: The crude product of 4-(5-fluoro-2-methoxy-phenyl)-1,2,5,6-tetrahydropyridine (0.49 g, 2.4 mmole) (Intermediate 9) was dissolved in N,N-dimethylformamide (10 mL) at 0° C., and the resulting solution treated with 2-[N-methyl-N-(tert-butoxycarbonyl)-amino]-3-phenyl-propionic acid (0.73 g, 2.6 mmole) in a minimal amount of DMF, DAEC (0.50 g, 2.6 mmole), HOBT (0.42 g, 3.1 mmole) and NMM (0.40 mL, 3.6 mmole). The mixture was stirred overnight, and was diluted with water (50 mL) and EtOAc (50 mL). The... Starting materials: ClCCl, CC(C)(C)OC(=O)N(c1cc(F)c(C#N)cc1F)c1ncnc(Cl)c1CCOS(C)(=O)=O, O=C(O)C(F)(F)F. Product: N#Cc1cc(F)c(N2CCc3c(Cl)ncnc32)cc1F. As a reaction SMILES: [CH2:40]([Cl:41])[Cl:42].[CH3:1][S:2]([O:3][CH2:4][CH2:7][c:8]1[c:9]([Cl:32])[n:10][cH:11][n:12][c:13]1[N:14]([C:15]([O:5][C:6]([CH3:16])([CH3:17])[CH3:18])=[O:19])[c:22]1[c:23]([F:31])[cH:24][c:25]([C:29]#[N:30])[c:26]([F:28])[cH:27]1)(=[O:20])=[O:21].[F:33][C:34]([F:35])([F:36])[C:37]([OH:38])=[O:39]>>[CH2:7]1[c:8]2[c:9]([Cl:32])[n:10][cH:11][n:12][c:13]2[N:14]([c:22]2[c:23]([F:31])[cH:24][c:25]([C:29]#[N:30])[c:26]([F:28])[cH:27]2)[CH2:15]1.